describe an organic reaction: reactants, conditions, products, and yield From a dataset of the Open Reaction Database (ORD), a public repository of structured organic reaction records. The reactants are NCCCCCCN1CCC(CC1)C=1C=C(C=CC1)NC(C(C)C)=O (N-{3-[1-(6-aminohexyl)-4-piperidinyl]phenyl}-2-methylpropanamide), C(C1=CC=CC=C1)N1N=C(C=C1C(=O)Cl)C(C)(C)C (1-benzyl-3-tert-butyl-1H-pyrazole-5-carbonyl chloride). Run in C1CCOC1 (THF). The product is C(C1=CC=CC=C1)N1N=C(C=C1C(=O)NCCCCCCN1CCC(CC1)C1=CC(=CC=C1)NC(C(C)C)=O)C(C)(C)C (1-BENZYL-3-TERT-BUTYL-N-(6-{4-[3-(ISOBUTYRYLAMINO)PHENYL]-1-PIPERIDINYL}HEXYL)-1H-PYRAZOLE-5-CARBOXAMIDE). RXN SMILES: [NH2:1][CH2:2][CH2:3][CH2:4][CH2:5][CH2:6][CH2:7][N:8]1[CH2:13][CH2:12][CH:11]([C:14]2[CH:15]=[C:16]([NH:20][C:21](=[O:25])[CH:22]([CH3:24])[CH3:23])[CH:17]=[CH:18][CH:19]=2)[CH2:10][CH2:9]1.[CH2:26]([N:33]1[C:37]([C:38](Cl)=[O:39])=[CH:36][C:35]([C:41]([CH3:44])([CH3:43])[CH3:42])=[N:34]1)[C:27]1[CH:32]=[CH:31][CH:30]=[CH:29][CH:28]=1>C1COCC1>[CH2:26]([N:33]1[C:37]([C:38]([NH:1][CH2:2][CH2:3][CH2:4][CH2:5][CH2:6][CH2:7][N:8]2[CH2:13][CH2:12][CH:11]([C:14]3[CH:19]=[CH:18][CH:17]=[C:16]([NH:20][C:21](=[O:25])[CH:22]([CH3:23])[CH3:24])[CH:15]=3)[CH2:10][CH2:9]2)=[O:39])=[CH:36][C:35]([C:41]([CH3:44])([CH3:43])[CH3:42])=[N:34]1)[C:27]1[CH:28]=[CH:29][CH:30]=[CH:31][CH:32]=1. Reported procedure: Prepared by Procedure Q1 (THF) and Scheme AT using N-{3-[1-(6-aminohexyl)-4-piperidinyl]phenyl}-2-methylpropanamide and 1-benzyl-3-tert-butyl-1H-pyrazole-5-carbonyl chloride: ESMS m/e: 586.3 (M+H)+. Starting materials: C(C)(=O)N1C(C(C2=CC(=C(C=C12)OC)OC)=C(CC)OCC)=O (1-acetyl-3-(1-ethoxy-1-ethyl-methylidene)-5,6-dimethoxy-2-indolinone), NC1=CC=CC=C1 (aniline). Yields the product N(C1=CC=CC=C1)\C(\CC)=C\1/C(NC2=CC(=C(C=C12)OC)OC)=O (3-(Z)-(1-anilino-1-ethyl-methylidene)-5,6-dimethoxy-2-indolinone). As a reaction SMILES: C([N:4]1[C:12]2[C:7](=[CH:8][C:9]([O:15][CH3:16])=[C:10]([O:13][CH3:14])[CH:11]=2)[C:6](=[C:17](OCC)[CH2:18][CH3:19])[C:5]1=[O:23])(=O)C.[NH2:24][C:25]1[CH:30]=[CH:29][CH:28]=[CH:27][CH:26]=1>>[NH:24](/[C:17](=[C:6]1\[C:5](=[O:23])[NH:4][C:12]2[C:7]\1=[CH:8][C:9]([O:15][CH3:16])=[C:10]([O:13][CH3:14])[CH:11]=2)/[CH2:18][CH3:19])[C:25]1[CH:30]=[CH:29][CH:28]=[CH:27][CH:26]=1. Reported procedure: Prepared from 1-acetyl-3-(1-ethoxy-1-ethyl-methylidene)-5,6-dimethoxy-2-indolinone and aniline Starting materials: O (water), C(C)(C)(C)OC(=O)N[C@@H](C[C@@H](C(=O)OC(C)(C)C)CC1=CC=C(C=C1)CCCOS(=O)(=O)C1=CC=C(C)C=C1)C(=O)OC(C)(C)C (Di-tert-butyl (4S)—N-(tert-butoxycarbonyl)-4-{4-[3-(tosyloxy)propyl]benzyl}-L-glutamate), [F-] (fluoride), tetra-n-butylammonium tetra-(tert-butyl alcohol). Solvent: C(C)#N (acetonitrile). Reaction conditions: temperature 70 celsius, time 2 hour. Product: C(C)(C)(C)OC(=O)N[C@@H](CC(C(=O)OC(C)(C)C)CC1=CC=C(C=C1)CCCF)C(=O)OC(C)(C)C (Di-tert-butyl N-(tert-butoxycarbonyl)-4-[4-(3-fluoropropyl)benzyl]-L-glutamate). As a reaction SMILES: [C:1]([O:5][C:6]([NH:8][C@H:9]([C:40]([O:42][C:43]([CH3:46])([CH3:45])[CH3:44])=[O:41])[CH2:10][C@H:11]([CH2:19][C:20]1[CH:25]=[CH:24][C:23]([CH2:26][CH2:27][CH2:28]OS(C2C=CC(C)=CC=2)(=O)=O)=[CH:22][CH:21]=1)[C:12]([O:14][C:15]([CH3:18])([CH3:17])[CH3:16])=[O:13])=[O:7])([CH3:4])([CH3:3])[CH3:2].[F-:47].O>C(#N)C>[C:1]([O:5][C:6]([NH:8][C@H:9]([C:40]([O:42][C:43]([CH3:46])([CH3:45])[CH3:44])=[O:41])[CH2:10][CH:11]([CH2:19][C:20]1[CH:25]=[CH:24][C:23]([CH2:26][CH2:27][CH2:28][F:47])=[CH:22][CH:21]=1)[C:12]([O:14][C:15]([CH3:18])([CH3:17])[CH3:16])=[O:13])=[O:7])([CH3:4])([CH3:3])[CH3:2]. Procedure: Di-tert-butyl (4S)—N-(tert-butoxycarbonyl)-4-{4-[3-(tosyloxy)propyl]benzyl}-L-glutamate (see Example 10) (100 mg, 0.15 mmol) was dissolved in 1 ml acetonitrile, and tetra-n-butylammonium tetra-(tert-butyl alcohol)-coordinated fluoride (Angew. Chem. 2008, 120, 8532-8534) (169 mg, 0.30 mmol) were added. The mixture was stirred at 70° C. for 2 h. Another 169 mg of the fluoride source was added and the reaction stirred for further 1.5 h at 70° C. After cooling to room temperature, the mixture was po... Reactants: Cn1cc(Br)c(N(C(=O)OCC(Cl)(Cl)Cl)C(=O)OCC(Cl)(Cl)Cl)n1, C1CCOC1, [K+], [OH-]. The product is Cn1cc(Br)c(NC(=O)OCC(Cl)(Cl)Cl)n1. As a reaction SMILES: [Br:1][c:2]1[c:3]([N:8]([C:9](=[O:10])[O:11][CH2:12][C:13]([Cl:14])([Cl:15])[Cl:16])[C:17]([O:18][CH2:19][C:20]([Cl:21])([Cl:22])[Cl:23])=[O:24])[n:4][n:5]([CH3:7])[cH:6]1.[CH2:27]1[O:28][CH2:29][CH2:30][CH2:31]1.[K+:26].[OH-:25]>>[Br:1][c:2]1[c:3]([NH:8][C:9](=[O:10])[O:11][CH2:12][C:13]([Cl:14])([Cl:15])[Cl:16])[n:4][n:5]([CH3:7])[cH:6]1. Starting materials: CC(C)(C)[Si](C)(C)OC(CCC(C(=O)N1C(=O)OCC1c1ccccc1)C(Nc1ccc(F)cc1)c1ccc(O)cc1)c1ccc(F)cc1, CCCC[NH+](CCCC)CCCC, C[Si](C)(C)C(C(N)=O)[Si](C)(C)C, CC(=O)O, COC(C)(C)C, [F-], O, O, O. Product: CC(C)(C)[Si](C)(C)OC(CCC1C(=O)N(c2ccc(F)cc2)C1c1ccc(O)cc1)c1ccc(F)cc1. RXN SMILES: [C:1]([CH3:2])([CH3:3])([CH3:4])[Si:5]([O:6][CH:7]([CH2:8][CH2:9][CH:10]([C:11](=[O:12])[N:13]1[CH:14]([c:15]2[cH:16][cH:17][cH:18][cH:19][cH:20]2)[CH2:21][O:22][C:23]1=[O:24])[CH:25]([c:26]1[cH:27][cH:28][c:29]([OH:32])[cH:30][cH:31]1)[NH:33][c:34]1[cH:35][cH:36][c:37]([F:40])[cH:38][cH:39]1)[c:41]1[cH:42][cH:43][c:44]([F:47])[cH:45][cH:46]1)([CH3:48])[CH3:49].[CH2:66]([NH+:67]([CH2:68][CH2:69][CH2:70][CH3:71])[CH2:72][CH2:73][CH2:74][CH3:75])[CH2:76][CH2:77][CH3:78].[CH3:50][Si:51]([CH:52]([Si:53]([CH3:54])([CH3:55])[CH3:56])[C:57]([NH2:58])=[O:59])([CH3:60])[CH3:61].[CH3:79][C:80](=[O:81])[OH:82].[CH3:83][O:84][C:85]([CH3:86])([CH3:87])[CH3:88].[F-:65].[OH2:62].[OH2:63].[OH2:64]>>[C:1]([CH3:2])([CH3:3])([CH3:4])[Si:5]([O:6][CH:7]([CH2:8][CH2:9][CH:10]1[C:11](=[O:12])[N:33]([c:34]2[cH:35][cH:36][c:37]([F:40])[cH:38][cH:39]2)[CH:25]1[c:26]1[cH:27][cH:28][c:29]([OH:32])[cH:30][cH:31]1)[c:41]1[cH:42][cH:43][c:44]([F:47])[cH:45][cH:46]1)([CH3:48])[CH3:49]. The reactants are C(C)OC(=O)C1=C(N(C2=CC=C(C=C12)O)C1=CC(=CC=C1)Cl)CC(=O)OCC (1-(3-Chlorophenyl)-2-ethoxycarbonylmethyl-5-hydroxyindole-3-carboxylic acid ethyl ester), C(C)(C)OC1=CC=C(C=C1)B(O)O (4-isopropoxyphenylboronic acid). Yields the product C(C)OC(=O)C1=C(N(C2=CC=C(C=C12)OC1=CC=C(C=C1)OC(C)C)C1=CC(=CC=C1)Cl)CC(=O)OCC (1-(3-Chlorophenyl)-2-ethoxycarbonylmethyl-5-(4-isopropoxyphenoxy)indole 3-carboxylic acid ethyl ester). RXN SMILES: [CH2:1]([O:3][C:4]([C:6]1[C:14]2[C:9](=[CH:10][CH:11]=[C:12]([OH:15])[CH:13]=2)[N:8]([C:16]2[CH:21]=[CH:20][CH:19]=[C:18]([Cl:22])[CH:17]=2)[C:7]=1[CH2:23][C:24]([O:26][CH2:27][CH3:28])=[O:25])=[O:5])[CH3:2].[CH:29]([O:32][C:33]1[CH:38]=[CH:37][C:36](B(O)O)=[CH:35][CH:34]=1)([CH3:31])[CH3:30]>>[CH2:1]([O:3][C:4]([C:6]1[C:14]2[C:9](=[CH:10][CH:11]=[C:12]([O:15][C:36]3[CH:37]=[CH:38][C:33]([O:32][CH:29]([CH3:31])[CH3:30])=[CH:34][CH:35]=3)[CH:13]=2)[N:8]([C:16]2[CH:21]=[CH:20][CH:19]=[C:18]([Cl:22])[CH:17]=2)[C:7]=1[CH2:23][C:24]([O:26][CH2:27][CH3:28])=[O:25])=[O:5])[CH3:2]. Procedure: The sub-title compound was prepared in accordance with step (c) Example 1 from 1-(3-chlorophenyl)-2-ethoxycarbonylmethyl-5-hydroxyindole-3-carboxylic acid ethyl ester (135 mg, 0.34 mmol, see step (b) Example 8) and 4-isopropoxyphenylboronic acid (91 mg, 0.50 mmol). Yield 70 mg (39%). The reactants are ClC1=NC(=NC(=C1C=O)Cl)SC (4,6-dichloro-2-methylsulfanyl-pyrimidine-5-carbaldehyde), C(C)(C)N (isopropylamine). Yields the product ClC1=NC(=NC(=C1C=O)NC(C)C)SC (4-chloro-6-isopropylamino-2-methylsulfanyl-pyrimidine-5-carbaldehyde). RXN SMILES: Cl[C:2]1[C:7]([CH:8]=[O:9])=[C:6]([Cl:10])[N:5]=[C:4]([S:11][CH3:12])[N:3]=1.[CH:13]([NH2:16])([CH3:15])[CH3:14]>>[Cl:10][C:6]1[C:7]([CH:8]=[O:9])=[C:2]([NH:16][CH:13]([CH3:15])[CH3:14])[N:3]=[C:4]([S:11][CH3:12])[N:5]=1. Reported procedure: Prepared as described above in Example 2 starting from 4,6-dichloro-2-methylsulfanyl-pyrimidine-5-carbaldehyde and isopropylamine to give the title compound 4-chloro-6-isopropylamino-2-methylsulfanyl-pyrimidine-5-carbaldehyde. 1H-NMR: δ 1.31 (d, 6H, J=5.7 Hz), 2.60 (s, 3H), 4.47 (m, 1H), 9.16 (br s, 1H), 10.25 (s, 1H). LC MS (m/e)=246 (MH+).